This data is from the Open Reaction Database (ORD), a public repository of structured organic reaction records. The task is: describe an organic reaction: reactants, conditions, products, and yield Starting materials: CO, CC(C)(C)OC(=O)N1CCc2ccc([N+](=O)[O-])cc2C1, [OH-], [OH-], [Pd+2]. Product: CC(C)(C)OC(=O)N1CCc2ccc(N)cc2C1. As a reaction SMILES: [CH3:21][OH:22].[N+:1]([O-:2])(=[O:3])[c:4]1[cH:5][cH:6][c:7]2[c:12]([cH:13]1)[CH2:11][N:10]([C:14](=[O:15])[O:16][C:17]([CH3:18])([CH3:19])[CH3:20])[CH2:9][CH2:8]2.[OH-:23].[OH-:24].[Pd+2:25]>>[NH2:1][c:4]1[cH:5][cH:6][c:7]2[c:12]([cH:13]1)[CH2:11][N:10]([C:14](=[O:15])[O:16][C:17]([CH3:18])([CH3:19])[CH3:20])[CH2:9][CH2:8]2. Starting materials: C(CCCCCCCCCCCCCCCCC)N=C=O (Octadecyl Isocyanate), C(F)(F)(C(F)(F)C(F)(F)C(F)(F)C(F)(F)C(F)(F)C(F)(F)C(F)(F)F)CCS (C8F17CH2CH2SH), N1(NCCCCCC1)C1CCCCCCC1 (diazabicyclooctane), CH3 (CH2)16, CH3 (CH2)16. Run at temperature 100 celsius, time 6 hour. Yields the product C(CCCCCCCCCCCCCCCCC)NC(=O)SCCC(F)(F)C(F)(F)C(F)(F)C(F)(F)C(F)(F)C(F)(F)C(F)(F)C(F)(F)F (C18H37NHCOSCH2CH2C8F17). As a reaction SMILES: [CH2:1]([N:19]=[C:20]=[O:21])[CH2:2][CH2:3][CH2:4][CH2:5][CH2:6][CH2:7][CH2:8][CH2:9][CH2:10][CH2:11][CH2:12][CH2:13][CH2:14][CH2:15][CH2:16][CH2:17][CH3:18].[C:22]([CH2:47][CH2:48][SH:49])([C:25]([C:28]([C:31]([C:34]([C:37]([C:40]([C:43]([F:46])([F:45])[F:44])([F:42])[F:41])([F:39])[F:38])([F:36])[F:35])([F:33])[F:32])([F:30])[F:29])([F:27])[F:26])([F:24])[F:23].N1(C2CCCCCCC2)CCCCCCN1>>[CH2:1]([NH:19][C:20]([S:49][CH2:48][CH2:47][C:22]([C:25]([C:28]([C:31]([C:34]([C:37]([C:40]([C:43]([F:44])([F:45])[F:46])([F:41])[F:42])([F:38])[F:39])([F:35])[F:36])([F:33])[F:32])([F:30])[F:29])([F:27])[F:26])([F:24])[F:23])=[O:21])[CH2:2][CH2:3][CH2:4][CH2:5][CH2:6][CH2:7][CH2:8][CH2:9][CH2:10][CH2:11][CH2:12][CH2:13][CH2:14][CH2:15][CH2:16][CH2:17][CH3:18]. Reported procedure: Octadecyl Isocyanate (29.5 g, 0.1 mole), C8F17CH2CH2SH (48 g, 0.1 moles) and 2.2.2 diazabicyclooctane (0.1 g) were mixed under nitrogen and heated to 100° C. with stirring for 6 hours. An infrared spectrum showed no -NCO absorption, indicating completion of the reaction. The product is a white wax, melting at 85°-89° C. NMR showed proton resonances at 4.7 ppm (1 proton NH), 3.2 ppm (2 protons CH2CH2NH), 3.1 ppm (2 protons CH2SCO), 2.5 ppm (2 protons C8F17CH2), 1.3 ppm (32 protons CH3 (CH2)16) an... The reactants are ClC=1C=C(C=NC1O)C=C(C#N)C#N (2-(5-Chloro-6-hydroxy-pyridin-3-ylmethylene)-malononitrile), ClC=1C=C(C=NC1O)C=O (5-chloro-6-hydroxy-pyridine-3-carbaldehyde), C(CC#N)#N (malononitrile), N1CCCCC1 (piperidine). Solvent: CCO (EtOH). Product: NC=1OC2=C3C(=CC=C2C(C1C#N)C=1C=NC(=C(C1)Cl)O)N(C=C3)C (2-Amino-4-(5-chloro-6-hydroxy-pyridin-3-yl)-3-cyano-7-methyl-4H-pyrrolo[2,3-h]chromene), brown solid. Yield: 59.0%. Reaction SMILES: [Cl:1][C:2]1[CH:3]=[C:4]([CH:9]=[C:10]([C:13]#[N:14])[C:11]#[N:12])[CH:5]=[N:6][C:7]=1[OH:8].Cl[C:16]1[CH:17]=[C:18]([CH:23]=[O:24])[CH:19]=[N:20][C:21]=1O.[C:25](#N)[CH2:26][C:27]#N.N1CCCCC1>CCO>[NH2:12][C:11]1[O:24][C:23]2[C:27]([CH:9]([C:4]3[CH:5]=[N:6][C:7]([OH:8])=[C:2]([Cl:1])[CH:3]=3)[C:10]=1[C:13]#[N:14])=[CH:26][CH:25]=[C:19]1[N:20]([CH3:21])[CH:16]=[CH:17][C:18]=21. Procedure details: 2-(5-Chloro-6-hydroxy-pyridin-3-ylmethylene)-malononitrile: The title compound was prepared from 5-chloro-6-hydroxy-pyridine-3-carbaldehyde (0.170 g, 1.08 mmol), anhydrous EtOH (1.00 mL), malononitrile (0.071 g, 1.08 mmol), and piperidine (4.3 μL, 0.043 mmol), similar to Example 8a, and yielded 0.130 g (59%) of a brown solid. 1H NMR (DMSO-d6): 8.31 (d, 1H), 8.21 (s, 1H), 8.13 (s, 1H). Starting materials: N(=[N+]=[N-])CC1CCCC1 (azidomethylcyclopentane), C1(CCCC1)CN=C=S (cyclopentylmethyl isothiocyanate), C(O)CN (ethanolamine). Yields the product C1(CCCC1)CNC(=S)NCCO (1-Cyclopentylmethyl-3-(2-hydroxy-ethyl)-thiourea). Yield: 63.0%. As a reaction SMILES: N(CC1CCCC1)=[N+]=[N-].[CH:10]1([CH2:15][N:16]=[C:17]=[S:18])[CH2:14][CH2:13][CH2:12][CH2:11]1.[CH2:19]([CH2:21][NH2:22])[OH:20]>>[CH:10]1([CH2:15][NH:16][C:17]([NH:22][CH2:21][CH2:19][OH:20])=[S:18])[CH2:14][CH2:13][CH2:12][CH2:11]1. Reported procedure: The intermediate azidomethylcyclopentane was obtained from commercially available cyclopentanemethanol as described in General Procedure D. Spectroscopic data: 1H NMR (CDCl3, 300 MHz) δ 3.18 (d, J=10.0 Hz, 2H), 2.23-2.05 (m, 1H), 1.87-1.74 (m, 2H), 1.68-1.55 (m, 4H), 1.30-1.15 (m, 2H). The azide was then converted into cyclopentylmethyl isothiocyanate, which was reacted with ethanolamine to afford the title compound (12.68 g, 63%) according to General Procedure A. Spectroscopic data: 1H NMR (D6,... Reactants: CSc1nnc(-c2ccccc2)c(C)n1, ClC(Cl)Cl, NCCCOc1cccc(CN2CCCC2)c1. Yields the product Cc1nc(NCCCOc2cccc(CN3CCCC3)c2)nnc1-c1ccccc1. Reaction SMILES: [CH3:1][c:2]1[n:3][c:4]([S:14][CH3:15])[n:5][n:6][c:7]1-[c:8]1[cH:9][cH:10][cH:11][cH:12][cH:13]1.[CH:33]([Cl:34])([Cl:35])[Cl:36].[N:16]1([CH2:21][c:22]2[cH:23][c:24]([O:25][CH2:26][CH2:27][CH2:28][NH2:29])[cH:30][cH:31][cH:32]2)[CH2:17][CH2:18][CH2:19][CH2:20]1>>[CH3:1][c:2]1[n:3][c:4]([NH:29][CH2:28][CH2:27][CH2:26][O:25][c:24]2[cH:23][c:22]([CH2:21][N:16]3[CH2:17][CH2:18][CH2:19][CH2:20]3)[cH:32][cH:31][cH:30]2)[n:5][n:6][c:7]1-[c:8]1[cH:9][cH:10][cH:11][cH:12][cH:13]1. Reactants: [OH-].[Na+] (Sodium hydroxide), C1(CCCCC1)NC1=C2C(=NC=C1C(=O)OCC)N(N=C2)CC (ethyl 4-(cyclohexylamino)-1-ethyl-1H-pyrazolo[3,4-b]pyridine-5-carboxylate), O (Water). Reaction SMILES: [OH-].[Na+].[CH:3]1([NH:9][C:10]2[C:15]([C:16]([O:18]CC)=[O:17])=[CH:14][N:13]=[C:12]3[N:21]([CH2:24][CH3:25])[N:22]=[CH:23][C:11]=23)[CH2:8][CH2:7][CH2:6][CH2:5][CH2:4]1.O>C(O)C>[CH:3]1([NH:9][C:10]2[C:15]([C:16]([OH:18])=[O:17])=[CH:14][N:13]=[C:12]3[N:21]([CH2:24][CH3:25])[N:22]=[CH:23][C:11]=23)[CH2:4][CH2:5][CH2:6][CH2:7][CH2:8]1 |f:0.1|. Run at time 14 hour. Procedure: Sodium hydroxide solution (4.09 gm in 20 ml water) was added to a solution of ethyl 4-(cyclohexylamino)-1-ethyl-1H-pyrazolo[3,4-b]pyridine-5-carboxylate (9.32 gm, 0.0294 mole) (example 4) in ethanol. The reaction mixture was stirred for about 14 h at room temperature and then warmed for about 1 h at 60° C. Water was added and the reaction mixture was extracted with ethyl acetate. Aqueous layer was acidified by using hydrochloric acid (2N) to pH of about 4-5. White solid, which was obtained, was ... Yields the product C1(CCCCC1)NC1=C2C(=NC=C1C(=O)O)N(N=C2)CC (4-cyclohexylamino-1-ethyl-1H-pyrazolo[3,4-b]pyridine-5-carboxylic acid). Solvent: C(C)O (ethanol). Starting materials: CCCOC1CCNCC1, CCCCCCC, CCOC(C)=O, O=C1COc2ccccc2N1CCCCl, [I-], [K+], [K+], [Na+], O=C([O-])[O-]. Yields the product CCCOC1CCN(CCCN2C(=O)COc3ccccc32)CC1. RXN SMILES: [CH2:24]([CH2:25][CH3:26])[O:27][CH:28]1[CH2:29][CH2:30][NH:31][CH2:32][CH2:33]1.[CH3:34][CH2:35][CH2:36][CH2:37][CH2:38][CH2:39][CH3:40].[CH3:41][CH2:42][O:43][C:44]([CH3:45])=[O:46].[Cl:1][CH2:2][CH2:3][CH2:4][N:5]1[C:6](=[O:15])[CH2:7][O:8][c:9]2[c:10]1[cH:11][cH:12][cH:13][cH:14]2.[I-:22].[K+:16].[K+:17].[Na+:23].[O-:18][C:19]([O-:20])=[O:21]>>[CH2:2]([CH2:3][CH2:4][N:5]1[C:6](=[O:15])[CH2:7][O:8][c:9]2[c:10]1[cH:11][cH:12][cH:13][cH:14]2)[N:31]1[CH2:30][CH2:29][CH:28]([O:27][CH2:24][CH2:25][CH3:26])[CH2:33][CH2:32]1. Reactants: O=C([O-])[O-], O=C([O-])C(=O)[O-], CCCCO, ClC(Cl)Cl, CS(=O)(=O)c1ccc(OCCCCl)cc1, Fc1ccc(C(c2ccc(F)cc2)C2CCNCC2)cc1, [I-], [K+], [K+], [K+]. Yields the product O=C(O)C(=O)O, CS(=O)(=O)c1ccc(OCCCN2CCC(C(c3ccc(F)cc3)c3ccc(F)cc3)CC2)cc1. Reaction SMILES: [C:37](=[O:38])([O-:39])[O-:40].[C:45]([C:46](=[O:47])[O-:48])(=[O:49])[O-:50].[CH2:51]([OH:52])[CH2:53][CH2:54][CH3:55].[CH:56]([Cl:57])([Cl:58])[Cl:59].[Cl:22][CH2:23][CH2:24][CH2:25][O:26][c:27]1[cH:28][cH:29][c:30]([S:33](=[O:34])(=[O:35])[CH3:36])[cH:31][cH:32]1.[F:1][c:2]1[cH:3][cH:4][c:5]([CH:8]([CH:9]2[CH2:10][CH2:11][NH:12][CH2:13][CH2:14]2)[c:15]2[cH:16][cH:17][c:18]([F:21])[cH:19][cH:20]2)[cH:6][cH:7]1.[I-:44].[K+:41].[K+:42].[K+:43]>>[C:45]([C:46](=[O:47])[OH:48])(=[O:49])[OH:50].[F:1][c:2]1[cH:3][cH:4][c:5]([CH:8]([CH:9]2[CH2:10][CH2:11][N:12]([CH2:23][CH2:24][CH2:25][O:26][c:27]3[cH:28][cH:29][c:30]([S:33](=[O:34])(=[O:35])[CH3:36])[cH:31][cH:32]3)[CH2:13][CH2:14]2)[c:15]2[cH:16][cH:17][c:18]([F:21])[cH:19][cH:20]2)[cH:6][cH:7]1.